Dataset: the Open Reaction Database (ORD), a public repository of structured organic reaction records. Task: describe an organic reaction: reactants, conditions, products, and yield Starting materials: COC1=C(C=CC=C1)C1=CC(=NC=N1)NC(=O)C1CCNCC1 (piperidine-4-carboxylic acid [6-(2-methoxy-phenyl)-pyrimidin-4-yl]-amide), CS(=O)(=O)O (methane sulfonic acid). Solvent: CO.C(Cl)(Cl)Cl (methanol chloroform). Reaction conditions: time 1 hour. The product is CS(=O)(=O)O.COC1=C(C=CC=C1)C1=CC(=NC=N1)NC(=O)C1CCNCC1 (piperidine-4-carboxylic acid [6-(2-methoxy-phenyl)-pyrimidin-4-yl]amide methane sulfonate). Isolated yield 88.7%. As a reaction SMILES: [CH3:1][O:2][C:3]1[CH:8]=[CH:7][CH:6]=[CH:5][C:4]=1[C:9]1[N:14]=[CH:13][N:12]=[C:11]([NH:15][C:16]([CH:18]2[CH2:23][CH2:22][NH:21][CH2:20][CH2:19]2)=[O:17])[CH:10]=1.[CH3:24][S:25]([OH:28])(=[O:27])=[O:26]>CO.C(Cl)(Cl)Cl>[CH3:24][S:25]([OH:28])(=[O:27])=[O:26].[CH3:1][O:2][C:3]1[CH:8]=[CH:7][CH:6]=[CH:5][C:4]=1[C:9]1[N:14]=[CH:13][N:12]=[C:11]([NH:15][C:16]([CH:18]2[CH2:23][CH2:22][NH:21][CH2:20][CH2:19]2)=[O:17])[CH:10]=1 |f:2.3,4.5|. Procedure details: To a clear solution of piperidine-4-carboxylic acid [6-(2-methoxy-phenyl)-pyrimidin-4-yl]-amide (compound #6A) (2.5 g, 8 mmol) in methanol:chloroform (1:1, 75 ml) was added methane sulfonic acid (5 ml, 80 mmol) dropwise at 0° C. and the formed clear solution was stirred at room temperature for half an hour. A white solid precipitated out and diethyl ether (150 ml) was added to precipitate more of the solid which was then filtered off and washed with diethyl ether (50 ml). This crude solid was di... Reactants: CC(C)CCN, CCO, CCOC(=O)C1CCCC1=O. The product is CCOC(=O)C1=C(NCCC(C)C)CCC1. RXN SMILES: [CH2:12]([CH2:13][CH:14]([CH3:15])[CH3:16])[NH2:17].[CH3:18][CH2:19][OH:20].[O:1]=[C:2]1[CH:3]([C:7](=[O:8])[O:9][CH2:10][CH3:11])[CH2:4][CH2:5][CH2:6]1>>[C:2]1([NH:17][CH2:12][CH2:13][CH:14]([CH3:15])[CH3:16])=[C:3]([C:7](=[O:8])[O:9][CH2:10][CH3:11])[CH2:4][CH2:5][CH2:6]1. Reactants: COC1=CC=CC2=C1OC(=C2)CC(=O)O (7-methoxy-3-benzofuranacetic acid), C(CC)[NH-] (n-propylamide). The product is C(CC)NC(CC1=CC2=C(O1)C(=CC=C2)OC)=O (N-(n-propyl)-7-methoxy-3-benzofuranacetamide). Yield: 75.0%. RXN SMILES: [CH3:1][O:2][C:3]1[C:8]2[O:9][C:10]([CH2:12][C:13]([OH:15])=O)=[CH:11][C:7]=2[CH:6]=[CH:5][CH:4]=1.[CH2:16]([NH-:19])[CH2:17][CH3:18]>>[CH2:16]([NH:19][C:13](=[O:15])[CH2:12][C:10]1[O:9][C:8]2[C:3]([O:2][CH3:1])=[CH:4][CH:5]=[CH:6][C:7]=2[CH:11]=1)[CH2:17][CH3:18]. Procedure: Following the procedure of Example 1 Part B, but using 1.19 g of 7-methoxy-3-benzofuranacetic acid and 0.53 g of n-propylamide in place of cyclopropylmethylamine, and heating to 48° for 19 hours, there was obtained 1.07 g (96%) of N-(n-propyl)-7-methoxy-3-benzofuranacetamide as a solid. NMR spectrum (200 mHz in CDCl3): δ0.8 (t, J=7 Hz, 3H), 1.4 (m, 2H), 3.15 (q, J=6 Hz, 2H), 3.63 (s, 2H), 4.0 (s, 3H), 5.5-5.7 (broad s, 1H), 6.85 (d/d, J=7.0/0.5 Hz, 1H) 7.1-7.3 (m, 2H) and 7.61 (s, 1H). The reactants are O=C1C(CC2=CC(=C(C(=C12)Cl)Cl)OCC(=O)O)(C1=CC=CC=C1)C ((1-Oxo-2-methyl-2-phenyl-6,7-dichloro-5-indanyloxy)acetic acid), C([O-])(O)=O.[Na+] (sodium bicarbonate). Run in O (water), O (water). Conditions: time 1 hour. Product: O=C1C(CC2=CC(=C(C(=C12)Cl)Cl)OCC(=O)[O-])(C1=CC=CC=C1)C.[Na+] (Sodium (1-oxo-2-methyl-2-phenyl-6,7-dichloro-5-indanyloxy)acetate). RXN SMILES: [O:1]=[C:2]1[C:10]2[C:5](=[CH:6][C:7]([O:13][CH2:14][C:15]([OH:17])=[O:16])=[C:8]([Cl:12])[C:9]=2[Cl:11])[CH2:4][C:3]1([CH3:24])[C:18]1[CH:23]=[CH:22][CH:21]=[CH:20][CH:19]=1.C(=O)(O)[O-].[Na+:29]>O>[O:1]=[C:2]1[C:10]2[C:5](=[CH:6][C:7]([O:13][CH2:14][C:15]([O-:17])=[O:16])=[C:8]([Cl:12])[C:9]=2[Cl:11])[CH2:4][C:3]1([CH3:24])[C:18]1[CH:23]=[CH:22][CH:21]=[CH:20][CH:19]=1.[Na+:29] |f:1.2,4.5|. Reported procedure: (1-Oxo-2-methyl-2-phenyl-6,7-dichloro-5-indanyloxy)acetic acid (1 gm.) is treated with sodium bicarbonate (0.25 gm.) in water (10 ml.) and the mixture stirred and heated to effect solution. The solution is diluted with water to a volume of 50 ml. and sterilized by autoclaving at 120° C. for one hour. Starting materials: CCCCc1cn(Cc2ccc(-c3ccccc3C(=O)OC)cc2)c2ccccc2c1=O, CCO. Product: CCCCc1cn(Cc2ccc(-c3ccccc3C(=O)O)cc2)c2ccccc2c1=O. As a reaction SMILES: [CH2:1]([CH2:2][CH2:3][CH3:4])[c:5]1[cH:6][n:7]([CH2:16][c:17]2[cH:18][cH:19][c:20](-[c:23]3[c:24]([C:29](=[O:30])[O:31][CH3:32])[cH:25][cH:26][cH:27][cH:28]3)[cH:21][cH:22]2)[c:8]2[cH:9][cH:10][cH:11][cH:12][c:13]2[c:14]1=[O:15].[CH3:33][CH2:34][OH:35]>>[CH2:1]([CH2:2][CH2:3][CH3:4])[c:5]1[cH:6][n:7]([CH2:16][c:17]2[cH:18][cH:19][c:20](-[c:23]3[c:24]([C:29](=[O:30])[OH:31])[cH:25][cH:26][cH:27][cH:28]3)[cH:21][cH:22]2)[c:8]2[cH:9][cH:10][cH:11][cH:12][c:13]2[c:14]1=[O:15]. The reactants are ClC=1C(=NNC1C)C(F)(F)F (4-chloro-5-methyl-3-trifluoromethylpyrazole), C([O-])([O-])=O.[K+].[K+] (potassium carbonate), C(C)(C)(C)OC(CBr)=O (t-butylbromoacetate). The solvent is solution, C(C)#N (acetonitrile). Yields the product desired intermediate, C(C)(C)(C)OC(=O)N1N=C(C(=C1C)Cl)C(F)(F)F (4-chloro-5-methyl-3-trifluoromethylpyrazole-1-carboxylic acid tertbutyl ester). Isolated yield 95.0%. Reaction SMILES: [Cl:1][C:2]1[C:3]([C:8]([F:11])([F:10])[F:9])=[N:4][NH:5][C:6]=1[CH3:7].C(=O)([O-])[O-].[K+].[K+].[C:18]([O:22][C:23](=[O:26])CBr)([CH3:21])([CH3:20])[CH3:19]>C(#N)C>[C:18]([O:22][C:23]([N:5]1[C:6]([CH3:7])=[C:2]([Cl:1])[C:3]([C:8]([F:9])([F:11])[F:10])=[N:4]1)=[O:26])([CH3:21])([CH3:20])[CH3:19] |f:1.2.3|. Procedure details: To 2.70 mmol of 4-chloro-5-methyl-3-trifluoromethylpyrazole and 3.9 mmol of potassium carbonate in 0.5M solution of acetonitrile add 3.25 mmol of t-butylbromoacetate. The reaction was allowed to stir at room temperature for an hour and then heated at 70° C. for 12 hours. The reaction was filtered, the filtrate concentrated to a crude oil. Fresh ether was added and the mixture was allowed to cool. The white crystals obtained were filtered and vaccum dried to give the desired intermediate 4-chloro...